Dataset: the Open Reaction Database (ORD), a public repository of structured organic reaction records. Task: describe an organic reaction: reactants, conditions, products, and yield The reactants are C(CCC)[Li] (butyl lithium), CN1N=NN=C1C (1,5-dimethyltetrazole), O1CCCC1 (tetrahydrofuran), FC1=CC(=C(C(=O)OC)C=C1)NC (methyl 4-fluoro-2-methylaminobenzoate). The solvent is CCCCCC (hexane), O (water). Reaction conditions: time 0.5 hour. Yields the product FC1=CC(=C(C=C1)C(CC1=NN=NN1C)=O)NC (1-(4-fluoro-2-methylaminophenyl)-2-(1-methyl-1H-tetrazol-5-yl)ethanone). RXN SMILES: C([Li])CCC.[CH3:6][N:7]1[C:11]([CH3:12])=[N:10][N:9]=[N:8]1.O1CCCC1.[F:18][C:19]1[CH:28]=[CH:27][C:22]([C:23](OC)=[O:24])=[C:21]([NH:29][CH3:30])[CH:20]=1>CCCCCC.O>[F:18][C:19]1[CH:28]=[CH:27][C:22]([C:23](=[O:24])[CH2:12][C:11]2[N:7]([CH3:6])[N:8]=[N:9][N:10]=2)=[C:21]([NH:29][CH3:30])[CH:20]=1. Reported procedure: A solution of butyl lithium in hexane (50 ml of 1.6M solution) was added slowly to a stirred mixture of 1,5-dimethyltetrazole (7.84 g) and dry tetrahydrofuran (170 ml) at 0°-5° under nitrogen. The mixture was stirred at 0°-5° for 0.5 hour and then methyl 4-fluoro-2-methylaminobenzoate (4.84 g) was added in portions at 0°-5°. The mixture was stirred at room temperature for 3 hours and then poured into water (500 ml). The resulting mixture was extracted with dichloromethane (5×60 ml). The extract ... Starting materials: C1(CC1)C[C@@H](C(=O)OCC1=CC=CC=C1)[C@@H](C(=O)OC(C)(C)C)CC1CC1 ((2R,3S)-1-benzyl 4-tert-butyl 2,3-bis(cyclopropylmethyl)succinate). Reagents/catalysts: [Pd] (Pd/C). Run in CO (MeOH). Reaction conditions: time 1.5 hour. Yields the product C(C)(C)(C)OC([C@H]([C@H](C(=O)O)CC1CC1)CC1CC1)=O ((2R,3S)-4-(tert-butoxy)-2,3-bis(cyclopropylmethyl)-4-oxobutanoic acid). The yield is 100.0%. As a reaction SMILES: [CH:1]1([CH2:4][C@H:5]([C@H:16]([CH2:24][CH:25]2[CH2:27][CH2:26]2)[C:17]([O:19][C:20]([CH3:23])([CH3:22])[CH3:21])=[O:18])[C:6]([O:8]CC2C=CC=CC=2)=[O:7])[CH2:3][CH2:2]1>CO.[Pd]>[C:20]([O:19][C:17](=[O:18])[C@@H:16]([CH2:24][CH:25]1[CH2:26][CH2:27]1)[C@@H:5]([CH2:4][CH:1]1[CH2:2][CH2:3]1)[C:6]([OH:8])=[O:7])([CH3:23])([CH3:21])[CH3:22]. Procedure details: To a solution of (2R,3S)-1-benzyl 4-tert-butyl 2,3-bis(cyclopropylmethyl)succinate, Intermediate S8G (0.530 g, 1.423 mmol) in MeOH (10 mL) was added 10% Pd/C (Degussa) (0.300 g, 1.423 mmol). The reaction mixture was evacuated with vacuum and filled with H2 (Repeated this for 3×). Next, the reaction mixture was stirred under H2 balloon for 1.5 h, evacuated, and filled with N2. The mixture was then filtered through CELITE®. The filtrate was concentrated to afford (2R,3S)-4-(tert-butoxy)-2,3-bis(cy... The reactants are CCO, Cl, [Na+], C1CCOC1, [OH-], CCOC(=O)CCc1cn(Cc2ccc(OCc3ccc(-c4ccccc4)cn3)cc2)cc1-c1ccccc1. Product: O=C(O)CCc1cn(Cc2ccc(OCc3ccc(-c4ccccc4)cn3)cc2)cc1-c1ccccc1. RXN SMILES: [CH3:48][CH2:49][OH:50].[ClH:47].[Na+:41].[O:42]1[CH2:43][CH2:44][CH2:45][CH2:46]1.[OH-:40].[c:1]1(-[c:7]2[cH:8][cH:9][c:10]([CH2:13][O:14][c:15]3[cH:16][cH:17][c:18]([CH2:19][n:20]4[cH:21][c:22]([CH2:31][CH2:32][C:33](=[O:34])[O:35][CH2:36][CH3:37])[c:23](-[c:25]5[cH:26][cH:27][cH:28][cH:29][cH:30]5)[cH:24]4)[cH:38][cH:39]3)[n:11][cH:12]2)[cH:2][cH:3][cH:4][cH:5][cH:6]1>>[c:1]1(-[c:7]2[cH:8][cH:9][c:10]([CH2:13][O:14][c:15]3[cH:16][cH:17][c:18]([CH2:19][n:20]4[cH:21][c:22]([CH2:31][CH2:32][C:33](=[O:34])[OH:35])[c:23](-[c:25]5[cH:26][cH:27][cH:28][cH:29][cH:30]5)[cH:24]4)[cH:38][cH:39]3)[n:11][cH:12]2)[cH:2][cH:3][cH:4][cH:5][cH:6]1. Starting materials: C(C)OC(=O)C1=C(NC(=C(C1C1=C(C=CC=C1)\C=C(/C)\C(=O)O)C(=O)OCC)C)C ((E)-4-(2-(2-Carboxy-1-propenyl)phenyl)-1,4-dihydro-2,6-dimethyl-3,5-pyridinedicarboxylic acid diethyl ester), C1(CCCCC1)Br (cyclohexyl bromide). Yields the product C(C)OC(=O)C1=C(NC(=C(C1C1=C(C=CC=C1)\C=C(\C(=O)OC1CCCCC1)/C)C(=O)OCC)C)C ((E)-4-(2-(3-Cyclohexyloxy-3-oxo-2-methyl-1-propenyl)phenyl)-1,4-dihydro-2,6-dimethyl-3,5-pyridinedicarboxylic acid diethyl ester). As a reaction SMILES: [CH2:1]([O:3][C:4]([C:6]1[CH:11]([C:12]2[CH:17]=[CH:16][CH:15]=[CH:14][C:13]=2/[CH:18]=[C:19](/[C:21]([OH:23])=[O:22])\[CH3:20])[C:10]([C:24]([O:26][CH2:27][CH3:28])=[O:25])=[C:9]([CH3:29])[NH:8][C:7]=1[CH3:30])=[O:5])[CH3:2].[CH:31]1(Br)[CH2:36][CH2:35][CH2:34][CH2:33][CH2:32]1>>[CH2:1]([O:3][C:4]([C:6]1[CH:11]([C:12]2[CH:17]=[CH:16][CH:15]=[CH:14][C:13]=2/[CH:18]=[C:19](\[CH3:20])/[C:21]([O:23][CH:31]2[CH2:36][CH2:35][CH2:34][CH2:33][CH2:32]2)=[O:22])[C:10]([C:24]([O:26][CH2:27][CH3:28])=[O:25])=[C:9]([CH3:29])[NH:8][C:7]=1[CH3:30])=[O:5])[CH3:2]. Reported procedure: From Compound A and cyclohexyl bromide stirring for 20 h at 40°. Starting materials: Cl (HCl), COC(=O)C=1N=C(C2=CC(=CC=C2C1O)OC1=CC=CC=C1)Br (1-bromo-4-hydroxy-7-phenoxy-isoquinoline-3-carboxylic acid methyl ester), C1(=CC=CC=C1)B(O)O (phenylboronic acid), C(=O)([O-])[O-].[Cs+].[Cs+] (Cs2CO3). Reagents/catalysts: C=1C=CC(=CC1)[P](C=2C=CC=CC2)(C=3C=CC=CC3)[Pd]([P](C=4C=CC=CC4)(C=5C=CC=CC5)C=6C=CC=CC6)([P](C=7C=CC=CC7)(C=8C=CC=CC8)C=9C=CC=CC9)[P](C=1C=CC=CC1)(C=1C=CC=CC1)C=1C=CC=CC1 (Pd(PPh3)4). Solvent: [Cl-].[Na+].O (brine), CCOC(=O)C (EtOAc), CN(C)C=O (DMF). Conditions: temperature 100 celsius. Yields the product COC(=O)C=1N=C(C2=CC(=CC=C2C1O)OC1=CC=CC=C1)C1=CC=CC=C1 (4-Hydroxy-7-phenoxy-1-phenyl-isoquinoline-3-carboxylic acid methyl ester). Isolated yield 66.0%. RXN SMILES: [CH3:1][O:2][C:3]([C:5]1[N:6]=[C:7](Br)[C:8]2[C:13]([C:14]=1[OH:15])=[CH:12][CH:11]=[C:10]([O:16][C:17]1[CH:22]=[CH:21][CH:20]=[CH:19][CH:18]=1)[CH:9]=2)=[O:4].[C:24]1(B(O)O)[CH:29]=[CH:28][CH:27]=[CH:26][CH:25]=1.C([O-])([O-])=O.[Cs+].[Cs+].Cl>CN(C=O)C.[Cl-].[Na+].O.C1C=CC([P]([Pd]([P](C2C=CC=CC=2)(C2C=CC=CC=2)C2C=CC=CC=2)([P](C2C=CC=CC=2)(C2C=CC=CC=2)C2C=CC=CC=2)[P](C2C=CC=CC=2)(C2C=CC=CC=2)C2C=CC=CC=2)(C2C=CC=CC=2)C2C=CC=CC=2)=CC=1.CCOC(C)=O>[CH3:1][O:2][C:3]([C:5]1[N:6]=[C:7]([C:24]2[CH:29]=[CH:28][CH:27]=[CH:26][CH:25]=2)[C:8]2[C:13]([C:14]=1[OH:15])=[CH:12][CH:11]=[C:10]([O:16][C:17]1[CH:22]=[CH:21][CH:20]=[CH:19][CH:18]=1)[CH:9]=2)=[O:4] |f:2.3.4,7.8.9,^1:51,53,72,91|. Reported procedure: A mixture of 1-bromo-4-hydroxy-7-phenoxy-isoquinoline-3-carboxylic acid methyl ester (150 mg, 0.40 mmol), phenylboronic acid (60 mg, 0.48 mmol), Pd(PPh3)4 (46 mg, 0.040 mmol) and Cs2CO3 (261 mg, 0.80 mmol) in DMF (4 mL) was heated at 100° C. for 16 h under N2 atmosphere. After cooling the mixture to r.t., brine (20 mL) and EtOAc (50 mL) were added. 1 M HCl was added with stirring until pH was ˜2. The aqueous layer was extracted with additional EtOAc, and the organic layers were combined, washed ... The reactants are COc1ccc(Br)cc1CC(=O)O, C[Si](C)(C)C=[N+]=[N-], CC(=O)O, CO, Cc1ccccc1. The product is COC(=O)Cc1cc(Br)ccc1OC. Reaction SMILES: [Br:8][c:9]1[cH:10][cH:11][c:12]([O:19][CH3:20])[c:13]([CH2:15][C:16](=[O:17])[OH:18])[cH:14]1.[CH3:1][Si:2]([CH:3]=[N+:4]=[N-:5])([CH3:6])[CH3:7].[CH3:21][C:22](=[O:23])[OH:24].[CH3:25][OH:26].[CH3:27][c:28]1[cH:29][cH:30][cH:31][cH:32][cH:33]1>>[Br:8][c:9]1[cH:10][cH:11][c:12]([O:19][CH3:20])[c:13]([CH2:15][C:16]([O:17][CH3:21])=[O:18])[cH:14]1.